This data is from the Open Reaction Database (ORD), a public repository of structured organic reaction records. The task is: describe an organic reaction: reactants, conditions, products, and yield Reactants: CCOC(=O)c1nc(-c2ccc(Cl)cc2Cl)c(-c2ccc(Cl)cc2)s1, ClCCl, NN1CCCCC1. The product is O=C(NN1CCCCC1)c1nc(-c2ccc(Cl)cc2Cl)c(-c2ccc(Cl)cc2)s1. RXN SMILES: [CH2:1]([O:3][C:4](=[O:2])[c:6]1[s:7][c:8](-[c:19]2[cH:20][cH:21][c:22]([Cl:25])[cH:23][cH:24]2)[c:9](-[c:11]2[c:12]([Cl:18])[cH:13][c:14]([Cl:17])[cH:15][cH:16]2)[n:10]1)[CH3:5].[Cl:33][CH2:34][Cl:35].[NH2:26][N:27]1[CH2:28][CH2:29][CH2:30][CH2:31][CH2:32]1>>[O:3]=[C:4]([c:6]1[s:7][c:8](-[c:19]2[cH:20][cH:21][c:22]([Cl:25])[cH:23][cH:24]2)[c:9](-[c:11]2[c:12]([Cl:18])[cH:13][c:14]([Cl:17])[cH:15][cH:16]2)[n:10]1)[NH:26][N:27]1[CH2:28][CH2:29][CH2:30][CH2:31][CH2:32]1. Starting materials: C(C)O (ethanol), IC (iodomethane), SC=1N(C(=NN1)C1=CC(N(C=C1)C)=O)C (4-(5-Mercapto-4-methyl-4H-[1,2,4]triazol-3-yl)-1-methyl-1H-pyridin-2-one), [OH-].[Na+] (sodium hydroxide). Solvent: O (water), O (water). Run at time 6 hour. Product: CN1C(C=C(C=C1)C1=NN=C(N1C)SC)=O (1-Methyl-4-(4-methyl-5-methylsulfanyl-4H-[1,2,4]triazol-3-yl)-1H-pyridin-2-one). The yield is 78.0%. RXN SMILES: [SH:1][C:2]1[N:3]([CH3:15])[C:4]([C:7]2[CH:12]=[CH:11][N:10]([CH3:13])[C:9](=[O:14])[CH:8]=2)=[N:5][N:6]=1.[OH-].[Na+].[CH2:18](O)C.IC>O>[CH3:13][N:10]1[CH:11]=[CH:12][C:7]([C:4]2[N:3]([CH3:15])[C:2]([S:1][CH3:18])=[N:6][N:5]=2)=[CH:8][C:9]1=[O:14] |f:1.2|. Procedure: The title compound from example 32.1 (600 mg, 2.7 mmol) was dissolved in a solution of sodium hydroxide (216 mg, 5.4 mmol) and water (5 mL). When a clear, uniform solution was observed ethanol (6 mL) was added, followed by iodomethane (268 μL, 4.3 mmol). The reaction was stirred at room temperature for 6 h. The reaction mixture was then diluted with water and extracted four times with chloroform. The organic phase was dried over magnesium sulfate, filtered and concentrated to yield the title com... Starting materials: C(C)(C)N1N=CC(=C1C)C(=O)OCC (ethyl 1-isopropyl-5-methyl-1H-pyrazole-4-carboxylate), [OH-].[Li+] (lithium hydroxide). The product is C(C)(C)N1N=CC(=C1C)C(=O)O (1-isopropyl-5-methyl-1H-pyrazole-4-carboxylic acid). Yield: 6.9%. Reaction SMILES: [CH:1]([N:4]1[C:8]([CH3:9])=[C:7]([C:10]([O:12]CC)=[O:11])[CH:6]=[N:5]1)([CH3:3])[CH3:2].[OH-].[Li+]>>[CH:1]([N:4]1[C:8]([CH3:9])=[C:7]([C:10]([OH:12])=[O:11])[CH:6]=[N:5]1)([CH3:3])[CH3:2] |f:1.2|. Procedure details: In a procedure analogous to Example B6, ethyl 1-isopropyl-5-methyl-1H-pyrazole-4-carboxylate (537 mg, 2.74 mmol) and lithium hydroxide (459 mg, 10.95 mmol) were combined to give 1-isopropyl-5-methyl-1H-pyrazole-4-carboxylic acid (32 mg, 70% yield) as an off white solid. MS (ESI) m/z: 169.0 (M+H+). Reactants: [Li+].[OH-] (LiOH), Cl.ClCC=1C(=NC2=CC=C(C=C2C1)OC)NC(C)C (3-(chloromethyl)-N-isopropyl-6-methoxyquinolin-2-amine hydrochloride), Cl.ClCC=1C(=NC2=CC=C(C=C2C1)OC)NC(C)C (3-(Chloromethyl)-N-isopropyl-6-methoxyquinolin-2-amine hydrochloride), COC=1C=C2C=C(N=C(C2=CC1OC)CCC)O (6,7-dimethoxy-1-propylisoquinolin-3-ol), 35134. Run in C(Cl)Cl (CH2Cl2), C1(=CC=CC=C1)C (toluene). Run at temperature 150 celsius, time 1.5 hour. Yields the product C(C)(C)NC1=NC2=CC=C(C=C2C=C1CC1=C(N=C(C2=CC(=C(C=C12)OC)OC)CCC)O)OC (4-((2-(isopropylamino)-6-methoxyquinolin-3-yl)methyl)-6,7-dimethoxy-1-propylisoquinolin-3-ol). As a reaction SMILES: Cl.Cl[CH2:3][C:4]1[C:5]([NH:16][CH:17]([CH3:19])[CH3:18])=[N:6][C:7]2[C:12]([CH:13]=1)=[CH:11][C:10]([O:14][CH3:15])=[CH:9][CH:8]=2.[CH3:20][O:21][C:22]1[CH:23]=[C:24]2[C:29](=[CH:30][C:31]=1[O:32][CH3:33])[C:28]([CH2:34][CH2:35][CH3:36])=[N:27][C:26]([OH:37])=[CH:25]2.[Li+].[OH-]>C1(C)C=CC=CC=1.C(Cl)Cl>[CH:17]([NH:16][C:5]1[C:4]([CH2:3][C:25]2[C:24]3[C:29](=[CH:30][C:31]([O:32][CH3:33])=[C:22]([O:21][CH3:20])[CH:23]=3)[C:28]([CH2:34][CH2:35][CH3:36])=[N:27][C:26]=2[OH:37])=[CH:13][C:12]2[C:7](=[CH:8][CH:9]=[C:10]([O:14][CH3:15])[CH:11]=2)[N:6]=1)([CH3:19])[CH3:18] |f:0.1,3.4|. Procedure: To a stirred solution of 3-(chloromethyl)-N-isopropyl-6-methoxyquinolin-2-amine hydrochloride SLA 28190 (305 mg, 1.01 mmol) in toluene (10 mL) in a 20 mL microwave vial equipped with a magnetic stirrer was added 6,7-dimethoxy-1-propylisoquinolin-3-ol RBO 35134 (250 mg, 1.01 mmol) followed by a 2 N aq. LiOH solution (1.01 mL, 2.02 mmol) and the mixture was stirred at 150° C. for 1.5 h under microwave irradiation. After cooling to RT, the mixture was diluted with CH2Cl2:MeOH=9:1 (150 mL), washed w...